Dataset: the Open Reaction Database (ORD), a public repository of structured organic reaction records. Task: describe an organic reaction: reactants, conditions, products, and yield Starting materials: NC1=NC=C(C=C1)Cl (2-Amino-5-chloropyridine), S(O)(O)(=O)=O (sulfuric acid), [N+](=O)(O)[O-] (nitric acid). Conditions: temperature 0 celsius. Yields the product ClC=1C=C(C(NC1)=O)[N+](=O)[O-] (5-chloro-3-nitro-2-pyridone). RXN SMILES: N[C:2]1[CH:7]=[CH:6][C:5]([Cl:8])=[CH:4][N:3]=1.S(=O)(=O)(O)[OH:10].[N+:14]([O-])([OH:16])=[O:15]>>[Cl:8][C:5]1[CH:6]=[C:7]([N+:14]([O-:16])=[O:15])[C:2](=[O:10])[NH:3][CH:4]=1. Reported procedure: 2-Amino-5-chloropyridine (12.8 g., 0.1 mole) was added to 50 ml. of concentrated sulfuric acid. To this was slowly added with stirring 25 ml. of concentrated nitric acid. After the exothermic reaction subsided, the mixture was cooled and poured onto ice. The precipitate was collected and added to a mixture of 12 ml. of concentrated sulfuric acid and 150 ml. of water. To this solution cooled to 0° C., was added 7 g. of sodium nitrite portionwise and the resulting mixture was allowed to warm spont...